This data is from the Open Reaction Database (ORD), a public repository of structured organic reaction records. The task is: describe an organic reaction: reactants, conditions, products, and yield Starting materials: CSc1ccc(O)cc1, CS(C)=O, N#Cc1cc([N+](=O)[O-])ccc1Cl, [Na+], [OH-], O. The product is CSc1ccc(Oc2ccc([N+](=O)[O-])cc2C#N)cc1. RXN SMILES: [CH3:1][S:2][c:3]1[cH:4][cH:5][c:6]([OH:9])[cH:7][cH:8]1.[CH3:25][S:26]([CH3:27])=[O:28].[Cl:12][c:13]1[c:14]([C:15]#[N:16])[cH:17][c:18]([N+:21](=[O:22])[O-:23])[cH:19][cH:20]1.[Na+:11].[OH-:10].[OH2:24]>>[CH3:1][S:2][c:3]1[cH:4][cH:5][c:6]([O:9][c:13]2[c:14]([C:15]#[N:16])[cH:17][c:18]([N+:21](=[O:22])[O-:23])[cH:19][cH:20]2)[cH:7][cH:8]1.